Dataset: the Open Reaction Database (ORD), a public repository of structured organic reaction records. Task: describe an organic reaction: reactants, conditions, products, and yield Reactants: C(=O)=O (dry ice), ethyl acetate petroleum ether, [H-].[Na+] (sodium hydride), ClC1=CC=C(C=C1)S (4-chlorothiophenol), ClCC(F)(F)F (Chlorotrifluoroethane). Solvent: paraffin, CN(C=O)C (dimethylformamide), CN(C=O)C (dimethylformamide), O (water). Run at time 5 hour. Product: ClC1=CC=C(C=C1)SCC(F)(F)F (4-chloro(2',2',2'-trifluoroethylthio)benzene). As a reaction SMILES: [H-].[Na+].[Cl:3][C:4]1[CH:9]=[CH:8][C:7]([SH:10])=[CH:6][CH:5]=1.Cl[CH2:12][C:13]([F:16])([F:15])[F:14].C(=O)=O>CN(C)C=O.O>[Cl:3][C:4]1[CH:9]=[CH:8][C:7]([S:10][CH2:12][C:13]([F:16])([F:15])[F:14])=[CH:6][CH:5]=1 |f:0.1|. Procedure: A two-necked flask having a dry ice condenser fitted on top was charged with 50 ml of dry dimethylformamide and 2 g of a 60% strength by weight suspension of sodium hydride in paraffin, and subsequently 7.3 g of 4-chlorothiophenol in 10 ml of dimethylformamide were added dropwise. Chlorotrifluoroethane was then passed in at a reaction temperature of about 60° C., until the gas began to condense in the dry ice condenser. The mixture was stirred for a further 5 hours and the course of the reaction... Procedure details: The title compound was prepared according to the general procedure for the synthesis of N-Aryl-benzenesulfonamides previously described using 115 mg of (2-amino-5-chloro-phenyl)-phenyl-methanone and 124 mg of 4-butoxy-benzenesulfonyl chloride. 1H-NMR (400 MHz, CDCl3): δ 0.98 (t, 3H, J=7.6 Hz), 1.45 (m, 2H), 1.72 (m, 2H), 3.79 (t, 2H, J=6.6 Hz), 6.66 (d, 2H, J=8.8 Hz), 7.31 (d, 1H, J=2.8 Hz), 7.35-7.42 (m, 4H), 7.47 (dd, 1H, J=8.8 Hz, 2.8 Hz), 7.53-7.60 (m, 3H), 7.75 (d, 1H, J=8.8 Hz), 9.62 (s, 1... RXN SMILES: [NH2:1][C:2]1[CH:7]=[CH:6][C:5]([Cl:8])=[CH:4][C:3]=1[C:9]([C:11]1[CH:16]=[CH:15][CH:14]=[CH:13][CH:12]=1)=[O:10].[CH2:17]([O:21][C:22]1[CH:27]=[CH:26][C:25]([S:28](Cl)(=[O:30])=[O:29])=[CH:24][CH:23]=1)[CH2:18][CH2:19][CH3:20]>>[C:9]([C:3]1[CH:4]=[C:5]([Cl:8])[CH:6]=[CH:7][C:2]=1[NH:1][S:28]([C:25]1[CH:24]=[CH:23][C:22]([O:21][CH2:17][CH2:18][CH2:19][CH3:20])=[CH:27][CH:26]=1)(=[O:30])=[O:29])(=[O:10])[C:11]1[CH:12]=[CH:13][CH:14]=[CH:15][CH:16]=1. Reactants: N-Aryl-benzenesulfonamides, NC1=C(C=C(C=C1)Cl)C(=O)C1=CC=CC=C1 ((2-amino-5-chloro-phenyl)-phenyl-methanone), C(CCC)OC1=CC=C(C=C1)S(=O)(=O)Cl (4-butoxy-benzenesulfonyl chloride). The product is C(C1=CC=CC=C1)(=O)C1=C(C=CC(=C1)Cl)NS(=O)(=O)C1=CC=C(C=C1)OCCCC (N-(2-Benzoyl-4-chloro-phenyl)-4-butoxy benzenesulfonamide). Reactants: CC(C)C1CC1(CNC(=O)OC(C)(C)C)C(=O)O, C1COCCO1, Cl. Product: Cl, CC(C)C1CC1(CN)C(=O)O. As a reaction SMILES: [C:1]([O:2][C:3](=[O:4])[NH:8][CH2:9][C:10]1([C:16](=[O:17])[OH:18])[CH:11]([CH:13]([CH3:14])[CH3:15])[CH2:12]1)([CH3:5])([CH3:6])[CH3:7].[CH2:20]1[O:21][CH2:22][CH2:23][O:24][CH2:25]1.[ClH:19]>>[ClH:19].[NH2:8][CH2:9][C:10]1([C:16](=[O:17])[OH:18])[CH:11]([CH:13]([CH3:14])[CH3:15])[CH2:12]1. Starting materials: CN(C=1OC(C(N1)=O)C(C)C1=CNC2=CC=CC(=C12)O)C (2-dimethylamino-5-[1-(4-hydroxyindol-3-yl)ethyl]2-oxazolin-4-one), CN(C=O)C (dimethylformamide), C([O-])([O-])=O.[K+].[K+] (Potassium carbonate). The solvent is O (water). Run at time 3 hour. Product: CN(C=1OC(C(N1)=O)C(C)C1=CNC2=CC=CC(=C12)OC)C (2-dimethylamino-5-[1-(4-methoxyindol-3-yl)ethyl]-2-oxazolin-4-one). Reaction SMILES: [CH3:1][N:2]([CH3:21])[C:3]1[O:4][CH:5]([CH:9]([C:11]2[C:19]3[C:14](=[CH:15][CH:16]=[CH:17][C:18]=3[OH:20])[NH:13][CH:12]=2)[CH3:10])[C:6](=[O:8])[N:7]=1.[CH3:22]N(C)C=O.C(=O)([O-])[O-].[K+].[K+]>O>[CH3:21][N:2]([CH3:1])[C:3]1[O:4][CH:5]([CH:9]([C:11]2[C:19]3[C:14](=[CH:15][CH:16]=[CH:17][C:18]=3[O:20][CH3:22])[NH:13][CH:12]=2)[CH3:10])[C:6](=[O:8])[N:7]=1 |f:2.3.4|. Reported procedure: 2-dimethylamino-5-[1-(4-hydroxyindol-3-yl)ethyl]2-oxazolin-4-one (120 mg) was dissolved into dimethylformamide (3 ml). Potassium carbonate (115 mg) and indomethane (156 l) were added. The mixture was stirred for 3 hours at room temperature and additional indomethane (78 μl) was added. The mixture was stirred for 36 hours at room temperature. To the reaction mixture was added water and the whole was extracted with ethyl acetate. The extract was washed with brine and dried over magnesium sulfate. ...